Task: describe an organic reaction: reactants, conditions, products, and yield. Dataset: the Open Reaction Database (ORD), a public repository of structured organic reaction records Starting materials: P(Cl)(Cl)(Cl)(Cl)Cl (phosphorus pentachloride), C(C)(=O)OC1=CC2=CC=C(C=C2C=C1OC(C)=O)S(=O)(=O)O (2,3-diacetoxy-6-naphthalenesulphonic acid), O (water). Solvent: C(Cl)(Cl)(Cl)Cl (CCl4). Conditions: temperature 80 celsius. The product is C(C)(=O)OC1=CC2=CC=C(C=C2C=C1OC(C)=O)S(=O)(=O)Cl (2,3-diacetoxy-6-naphthalenesulphonyl chloride). Yield: 15.6%. Reaction SMILES: [C:1]([O:4][C:5]1[C:14]([O:15][C:16](=[O:18])[CH3:17])=[CH:13][C:12]2[C:7](=[CH:8][CH:9]=[C:10]([S:19]([OH:22])(=O)=[O:20])[CH:11]=2)[CH:6]=1)(=[O:3])[CH3:2].P(Cl)(Cl)(Cl)(Cl)[Cl:24].O>C(Cl)(Cl)(Cl)Cl>[C:1]([O:4][C:5]1[C:14]([O:15][C:16](=[O:18])[CH3:17])=[CH:13][C:12]2[C:7](=[CH:8][CH:9]=[C:10]([S:19]([Cl:24])(=[O:22])=[O:20])[CH:11]=2)[CH:6]=1)(=[O:3])[CH3:2]. Reported procedure: To a suspension of the crude 2,3-diacetoxy-6-naphthalenesulphonic acid (973 mg) in CCl4 (3 ml) was added phosphorus pentachloride (750 mg). The mixture was heated at 80° C. for 20 minutes, cooled, and water added cautiously. The CCl4 was separated from the aqueous layer and the latter was extracted with CH2Cl2. The organic extracts were combined, washed with water and dried over magnesium sulphate. Evaporation of the solvent yielded 2,3-diacetoxy-6-naphthalenesulphonyl chloride (160 mg, yield: 1... The reactants are N1=CC(=CC2=CC=CC=C12)C1=CCN(CC1)C(=O)OC(C)(C)C (tert-butyl 4-(quinolin-3-yl)-5,6-dihydropyridine-1(2H)-carboxylate), [H][H] (hydrogen). The reagents and catalysts are [Pd] (palladium on carbon). The solvent is CO (methanol). Conditions: time 4 hour. The product is N1CCC(CC1)C=1C=NC2=CC=CC=C2C1 (3-(Piperidin-4-yl)quinoline). Yield: 45.0%. RXN SMILES: [N:1]1[C:10]2[C:5](=[CH:6][CH:7]=[CH:8][CH:9]=2)[CH:4]=[C:3]([C:11]2[CH2:16][CH2:15][N:14](C(OC(C)(C)C)=O)[CH2:13][CH:12]=2)[CH:2]=1.[H][H]>[Pd].CO>[NH:14]1[CH2:15][CH2:16][CH:11]([C:3]2[CH:2]=[N:1][C:10]3[C:5]([CH:4]=2)=[CH:6][CH:7]=[CH:8][CH:9]=3)[CH2:12][CH2:13]1. Procedure details: A catalytic amount of 50% wet 10% palladium on carbon was added to a mixture of tert-butyl 4-(quinolin-3-yl)-5,6-dihydropyridine-1(2H)-carboxylate (260 mg, 0.84 mmol) in methanol (10 mL). Reaction vessel was placed on a Parr apparatus and charged with 10 psi of hydrogen gas. Reaction shook at room temperature for 4 hours. Mixture was filtered to removed catalyst. Filtrate was concentrated in vacuo. Residue was dissolved in dichloromethane (4 mL). Trifluoroacetic acid (1 mL) was added to the mixt... Reactants: O=C([O-])[O-], COc1ccc(Cn2nc(C)c3c(Oc4ccc([N+](=O)[O-])cn4)ccnc32)cc1, CCO, [Na+], [Na+]. Product: COc1ccc(Cn2nc(C)c3c(Oc4ccc(N)cn4)ccnc32)cc1. RXN SMILES: [C:33](=[O:34])([O-:35])[O-:36].[CH3:1][O:2][c:3]1[cH:4][cH:5][c:6]([CH2:7][n:8]2[n:9][c:10]([CH3:27])[c:11]3[c:12]2[n:13][cH:14][cH:15][c:16]3[O:17][c:18]2[n:19][cH:20][c:21]([N+:24]([O-:25])=[O:26])[cH:22][cH:23]2)[cH:28][cH:29]1.[CH3:30][CH2:31][OH:32].[Na+:37].[Na+:38]>>[CH3:1][O:2][c:3]1[cH:4][cH:5][c:6]([CH2:7][n:8]2[n:9][c:10]([CH3:27])[c:11]3[c:12]2[n:13][cH:14][cH:15][c:16]3[O:17][c:18]2[n:19][cH:20][c:21]([NH2:24])[cH:22][cH:23]2)[cH:28][cH:29]1. Reactants: Cc1ccc(NC(=O)CCl)c(C)n1, CC(C)=O, [K+], COP(=O)([O-])Oc1ccc(Cl)cc1. Product: COP(=O)(OCC(=O)Nc1ccc(C)nc1C)Oc1ccc(Cl)cc1. RXN SMILES: [CH3:1][c:2]1[n:3][c:4]([CH3:13])[cH:5][cH:6][c:7]1[NH:8][C:9]([CH2:10][Cl:11])=[O:12].[CH3:28][C:29](=[O:30])[CH3:31].[K+:27].[P:14](=[O:15])([O:16][CH3:17])([O:18][c:19]1[cH:20][cH:21][c:22]([Cl:25])[cH:23][cH:24]1)[O-:26]>>[CH3:1][c:2]1[n:3][c:4]([CH3:13])[cH:5][cH:6][c:7]1[NH:8][C:9]([CH2:10][O:26][P:14](=[O:15])([O:16][CH3:17])[O:18][c:19]1[cH:20][cH:21][c:22]([Cl:25])[cH:23][cH:24]1)=[O:12]. Starting materials: OO (hydrogen peroxide), C(C=CCCCCC)C1C=CC(C1=CCCCCCC(=O)OC)=O (4-(2-octenyl)-5-(6-methoxycarbonylhexylidene)-2-cyclopentenone), [Cl-].[NH4+] (ammonium chloride), Cl (hydrochloric acid), [OH-].[Na+] (sodium hydroxide), C(O)([O-])=O.[Na+] (sodium hydrogen carbonate). Run in CO (methanol), CC(=O)C (acetone). Product: ClC=1C(C(C(C1)CC=CCCCCC)=CCCCCCC(=O)OC)=O (2-chloro-4-(2-octenyl)-5-(6-methoxycarbonylhexylidene)-2-cyclopentenone). Isolated yield 54.0%. RXN SMILES: OO.[CH2:3]([CH:11]1[C:15](=[CH:16][CH2:17][CH2:18][CH2:19][CH2:20][CH2:21][C:22]([O:24][CH3:25])=[O:23])[C:14](=[O:26])[CH:13]=[CH:12]1)[CH:4]=[CH:5][CH2:6][CH2:7][CH2:8][CH2:9][CH3:10].[OH-].[Na+].[Cl-:29].[NH4+].Cl.C(=O)([O-])O.[Na+]>CO.CC(C)=O>[Cl:29][C:13]1[C:14](=[O:26])[C:15](=[CH:16][CH2:17][CH2:18][CH2:19][CH2:20][CH2:21][C:22]([O:24][CH3:25])=[O:23])[CH:11]([CH2:3][CH:4]=[CH:5][CH2:6][CH2:7][CH2:8][CH2:9][CH3:10])[CH:12]=1 |f:2.3,4.5,7.8|. Reported procedure: 0.3 ml of 30% aqueous hydrogen peroxide was added to a solution of 75 mg (226 micromol) of 4-(2-octenyl)-5-(6-methoxycarbonylhexylidene)-2-cyclopentenone in 3 ml of methanol under ice cooling and stirring, and then 70 microliters of 1N sodium hydroxide was added. The mixture was stirred at 0° C. for 20 minutes. A saturated aqueous solution of ammonium chloride was added, and the mixture was extracted with hexane. The organic layer was washed with a saturated aqueous solution of sodium chloride a... Reactants: liquid, BrBr (bromine), C(=O)(O)C(C(CC)C)NC(=O)C1=C(C(=O)N(C(C(=O)O)C(CC)C)SSC2=CC=CC=C2)C=CC=C1 (2-[2-(1-carboxy-2-methylbutylcarbamoyl) phenyldisulfanylbenzoylamino]-3-methylpentanoic acid). The solvent is ClCCl (dichloromethane). Conditions: time 2 hour. The product is CC(C(C(=O)O)N1SC2=C(C1=O)C=CC=C2)CC (3-Methyl-2-(3-oxo-3h-benzo[d]isothiazol-2-yl)pentanoic acid). As a reaction SMILES: C(C(NC([C:12]1[CH:36]=[CH:35][CH:34]=[CH:33][C:13]=1[C:14]([N:16]([S:25]SC1C=CC=CC=1)[CH:17]([CH:21]([CH3:24])[CH2:22][CH3:23])[C:18]([OH:20])=[O:19])=[O:15])=O)C(C)CC)(O)=O.BrBr>ClCCl>[CH3:24][CH:21]([CH2:22][CH3:23])[CH:17]([N:16]1[C:14](=[O:15])[C:13]2[CH:33]=[CH:34][CH:35]=[CH:36][C:12]=2[S:25]1)[C:18]([OH:20])=[O:19]. Reported procedure: To a stirred suspension of 5.3 g (10.0 mmol) of [S-(R*,R*)]-2-[2-[2-(1-carboxy-2-methylbutylcarbamoyl) phenyldisulfanylbenzoylamino]-3-methylpentanoic acid (from Preparation 19) in 200 mL of dichloromethane was added dropwise 2.4 g (15.0 mmol) of liquid bromine. The reaction mixture was stirred at room temperature for 2 hours and concentrated to dryness in vacuo. The residue was triturated with dichloromethane. The dichloromethane was removed by evaporation in vacuo to remove excess bromine. The... The reactants are C(C1=CC=CC=C1)C(COCC(CC1=CC=CC=C1)Br)Br (benzyl 2-bromoethylether), [Li]CCCC (BuLi), CCCCCC (Hexane), C1(C=CCCC1)S(=O)(=O)C1=CC=CC=C1 ((Cyclohex-2-enesulfonyl)-benzene). Run in C1CCOC1 (THF). Run at temperature -20 celsius, time 15 minute. Yields the product C1(=CC=CC=C1)S(=O)(=O)C1(C=CCCC1)CCOCC1=CC=CC=C1 ([2-(1-Benzenesulfonyl-cyclohex-2-enyl)-ethoxymethyl]-benzene). Reaction SMILES: [CH:1]1([S:7]([C:10]2[CH:15]=[CH:14][CH:13]=[CH:12][CH:11]=2)(=[O:9])=[O:8])[CH2:6][CH2:5][CH2:4][CH:3]=[CH:2]1.[Li]CCCC.[CH3:21][CH2:22][CH2:23][CH2:24][CH2:25][CH3:26].C([CH:34](Br)[CH2:35][O:36][CH2:37]C(Br)CC1C=CC=CC=1)C1C=CC=CC=1>C1COCC1>[C:10]1([S:7]([C:1]2([CH2:34][CH2:35][O:36][CH2:37][C:23]3[CH:22]=[CH:21][CH:26]=[CH:25][CH:24]=3)[CH2:6][CH2:5][CH2:4][CH:3]=[CH:2]2)(=[O:8])=[O:9])[CH:15]=[CH:14][CH:13]=[CH:12][CH:11]=1. Procedure: Cyclohex-2-enesulfonyl-benzene (7) (10 g, 45 mmol) is dissolved in 450 ml of dry THF and cooled down to −20° C. Then 1.6 M BuLi in Hexane (30.9 ml, 49.5 mmol) is added and stirred for 15 min. After addition of benzyl 2-bromoethylether (8.5 ml, 54 mmol) the mixture is stirred for 1 h at 0° C. Then the mixture is evaporated to dryness. The residue is treated with ice/1M HCl and extracted twice with ether. The combined organic layers are dried over Na2SO4 and evaporated under educed pressure. The p... Starting materials: C(C1=CN=CC=C1)(=O)O (nicotinic acid), S(=O)(Cl)Cl (thionyl chloride). Yields the product Cl.C(C1=CN=CC=C1)(=O)Cl (nicotinoyl chloride hydrochloride). Isolated yield 91.0%. Reaction SMILES: [C:1]([OH:9])(=O)[C:2]1[CH:7]=[CH:6][CH:5]=[N:4][CH:3]=1.S(Cl)([Cl:12])=O>>[ClH:12].[C:1]([Cl:12])(=[O:9])[C:2]1[CH:7]=[CH:6][CH:5]=[N:4][CH:3]=1 |f:2.3|. Reported procedure: To nicotinic acid (41 g, 0.333 mol) at 0° C. was added thionyl chloride (115 ml, 1.58 mol) with stirring. The mixture was refluxed for one hour, and the white crystalline product was filtered and washed sparingly with dry benzene. Excess thionyl chloride was azeotroped off with dry benzene immediately before use. Yield 90% (53.97 g) of nicotinoyl chloride hydrochloride; NMR, IR identical with literature values. The reactants are Cl.COC1=CC=C(C=2CC(OC21)(C)C)C=2C(C(N(N2)C2CCNCC2)=O)(C)C (5-(7-methoxy-2,2-dimethyl-2,3-dihydro-1-benzofuran-4-yl)-4,4-dimethyl-2-(piperidin-4-yl)-2,4-dihydro-3H-pyrazol-3-one hydrochloride), C(C1=CC=CC=C1)OC=1C=CC(=C(C(=O)O)C1)C (5-(benzyloxy)-2-methylbenzoic acid), Cl.COC1=CC=C(C=2CC(OC21)(C)C)C=2C(C(N(N2)C2CCNCC2)=O)(C)C (5-(7-methoxy-2,2-dimethyl-2,3-dihydro-1-benzofuran-4-yl)-4,4-dimethyl-2-(piperidin-4-yl)-2,4-dihydro-3H-pyrazol-3-one hydrochloride), C(C1=CC=CC=C1)OC=1C=CC(=C(C(=O)O)C1)C (5-(benzyloxy)-2-methylbenzoic acid). The product is C(C1=CC=CC=C1)OC=1C=CC(=C(C1)C(=O)N1CCC(CC1)N1N=C(C(C1=O)(C)C)C1=CC=C(C2=C1CC(O2)(C)C)OC)C (2-(1-{[5-(Benzyloxy)-2-methylphenyl]carbonyl}piperidin-4-yl)-5-(7-methoxy-2,2-dimethyl-2,3-dihydro-1-benzofuran-4-yl)-4,4-dimethyl-2,4-dihydro-3H-pyrazol-3-one). RXN SMILES: Cl.[CH3:2][O:3][C:4]1[C:12]2[O:11][C:10]([CH3:14])([CH3:13])[CH2:9][C:8]=2[C:7]([C:15]2[C:16]([CH3:28])([CH3:27])[C:17](=[O:26])[N:18]([CH:20]3[CH2:25][CH2:24][NH:23][CH2:22][CH2:21]3)[N:19]=2)=[CH:6][CH:5]=1.[CH2:29]([O:36][C:37]1[CH:38]=[CH:39][C:40]([CH3:46])=[C:41]([CH:45]=1)[C:42](O)=[O:43])[C:30]1[CH:35]=[CH:34][CH:33]=[CH:32][CH:31]=1>>[CH2:29]([O:36][C:37]1[CH:38]=[CH:39][C:40]([CH3:46])=[C:41]([C:42]([N:23]2[CH2:24][CH2:25][CH:20]([N:18]3[C:17](=[O:26])[C:16]([CH3:28])([CH3:27])[C:15]([C:7]4[C:8]5[CH2:9][C:10]([CH3:14])([CH3:13])[O:11][C:12]=5[C:4]([O:3][CH3:2])=[CH:5][CH:6]=4)=[N:19]3)[CH2:21][CH2:22]2)=[O:43])[CH:45]=1)[C:30]1[CH:31]=[CH:32][CH:33]=[CH:34][CH:35]=1 |f:0.1|. Procedure details: The title compound is prepared analogously as described for GP2-WU2 using 5-(7-methoxy-2,2-dimethyl-2,3-dihydro-1-benzofuran-4-yl)-4,4-dimethyl-2-piperidin-4-yl-2,4-dihydro-3H-pyrazol-3-one (compound B5) and 5-(benzyloxy)-2-methylbenzoic acid (compound F1) as starting compounds. The crude product is purified by chromatography (amino phase silica gel and DCM) and by crystallization from DCM and diethyl ether to yield the title compound. The reactants are O (water), C(C)O (ethanol), [H-].[Na+] (sodium hydride), ClC1=NC=CC2=CC(=CC=C12)NS(=O)(=O)C1=CC=C(C=C1)Cl (1-chloro-6-(4-chlorobenzenesulfonylamino)isoquinoline). Solvent: CS(=O)C (dimethyl sulfoxide). Reaction conditions: temperature 80 celsius, time 9 hour. Yields the product ClC1=CC=C(C=C1)S(=O)(=O)NC=1C=C2C=CN=C(C2=CC1)OCC (6-(4-Chlorobenzenesulfonylamino)-1-ethoxyisoquinoline). Reaction SMILES: Cl[C:2]1[C:11]2[C:6](=[CH:7][C:8]([NH:12][S:13]([C:16]3[CH:21]=[CH:20][C:19]([Cl:22])=[CH:18][CH:17]=3)(=[O:15])=[O:14])=[CH:9][CH:10]=2)[CH:5]=[CH:4][N:3]=1.[CH2:23]([OH:25])[CH3:24].[H-].[Na+].O>CS(C)=O>[Cl:22][C:19]1[CH:20]=[CH:21][C:16]([S:13]([NH:12][C:8]2[CH:7]=[C:6]3[C:11](=[CH:10][CH:9]=2)[C:2]([O:25][CH2:23][CH3:24])=[N:3][CH:4]=[CH:5]3)(=[O:15])=[O:14])=[CH:17][CH:18]=1 |f:2.3|. Procedure: In dimethyl sulfoxide (1 ml) was dissolved 57 mg of 1-chloro-6-(4-chlorobenzenesulfonylamino)isoquinoline (Example 61). To the mixture were added ethanol (0.1 ml) and 60% sodium hydride (14 mg), followed by heating under stirring at 80° C. for 9 hours. After standing to cool, water was added thereto and the mixture was extracted with ethyl acetate. The extract was washed with brine, dried over anhydrous magnesium sulfate and the solvent was evaporated. Then, the residue was purified by preparati...